The task is: describe an organic reaction: reactants, conditions, products, and yield. This data is from the Open Reaction Database (ORD), a public repository of structured organic reaction records. Starting materials: [Cl-].[NH4+] (ammonium chloride), C(C)(=O)OC\C(=C(/C(=O)O)\C1=CC=CC=C1)\C1=CC=C(C=C1)S(=O)(=O)C ((2Z)-4-(acetyloxy)-3-[4-(methylsulfonyl)phenyl]-2-phenylbut-2-enoic acid), BrCCCCCCBr (1,6-dibromohexane), C(=O)([O-])[O-].[K+].[K+] (K2CO3). Run in CN(C)C=O (DMF). Product: C(C)(=O)OC\C(=C(/C(=O)OCCCCCCBr)\C1=CC=CC=C1)\C1=CC=C(C=C1)S(=O)(=O)C (6-bromohexyl (2Z)-4-(acetyloxy)-3-[4-(methylsulfonyl)phenyl]-2-phenylbut-2-enoate). Isolated yield 96.5%. RXN SMILES: [C:1]([O:4][CH2:5]/[C:6](/[C:17]1[CH:22]=[CH:21][C:20]([S:23]([CH3:26])(=[O:25])=[O:24])=[CH:19][CH:18]=1)=[C:7](/[C:11]1[CH:16]=[CH:15][CH:14]=[CH:13][CH:12]=1)\[C:8]([OH:10])=[O:9])(=[O:3])[CH3:2].[Br:27][CH2:28][CH2:29][CH2:30][CH2:31][CH2:32][CH2:33]Br.C([O-])([O-])=O.[K+].[K+].[Cl-].[NH4+]>CN(C=O)C>[C:1]([O:4][CH2:5]/[C:6](/[C:17]1[CH:22]=[CH:21][C:20]([S:23]([CH3:26])(=[O:25])=[O:24])=[CH:19][CH:18]=1)=[C:7](/[C:11]1[CH:16]=[CH:15][CH:14]=[CH:13][CH:12]=1)\[C:8]([O:10][CH2:33][CH2:32][CH2:31][CH2:30][CH2:29][CH2:28][Br:27])=[O:9])(=[O:3])[CH3:2] |f:2.3.4,5.6|. Procedure: A solution of 2.6 g of (2Z)-4-(acetyloxy)-3-[4-(methylsulfonyl)phenyl]-2-phenylbut-2-enoic acid and 17 g of 1,6-dibromohexane in 30 mL of DMF was stirred at rt with 1.0 g K2CO3 for 1 hr. Then saturated ammonium chloride solution was added and extracted with EtOAc. The organic layer was combined and washed with brine and dried over Na2SO4. The solvent was evaporated and the residue was purified by flash chromatography over silica gel (5–50% EtOAc/hexane) to afford 3.6 g of the titled compound as ... Reactants: FC=1C=C(C=O)C=C(C1F)F (3,4,5-trifluorobenzaldehyde), O.[BH4-].[Na+] (water NaBH4), ice. The solvent is C1CCOC1 (THF). Reaction conditions: time 2 hour. Yields the product FC=1C=C(C=C(C1F)F)CO ((3,4,5-Trifluorophenyl)methanol). The yield is 99.8%. Reaction SMILES: [F:1][C:2]1[CH:3]=[C:4]([CH:7]=[C:8]([F:11])[C:9]=1[F:10])[CH:5]=[O:6].O.[BH4-].[Na+]>C1COCC1>[F:1][C:2]1[CH:3]=[C:4]([CH2:5][OH:6])[CH:7]=[C:8]([F:11])[C:9]=1[F:10] |f:1.2.3|. Procedure: To a cooled (−5° C.) solution of 3,4,5-trifluorobenzaldehyde (7.0 g, 43.75 mmol) in a mixture (50 ml, 9:1) of THF and water NaBH4 (1.662 g, 43.75 mmol) was slowly added in portions over a period of 30 min. The reaction mixture was allowed to attain room temperature over a period of 2 h and carefully poured into ice-cold dil HCl (200 ml, IN). The oily layer was extracted into CH2Cl2 (250 ml) and the organic layer washed with water (200 ml), dried (MgSO4) and evaporated. The crude product (7.08 g,... Starting materials: C(C)(C)(C)OC(=O)C1=C(C2=CC=C(C=C2)CNC(CCCC)=N)C=CC=C1 (N-(2'-t-butoxycarbonylbiphen-4-yl)methylvaleramidine), C(C)OC=C(C(=O)OCC)C(=O)OCC (diethyl ethoxymethylenemalonate), t-butyl ester. Solvent: FC(C(=O)O)(F)F (trifluoroacetic acid). Product: C(CCC)C1=NC=C(C(N1CC1=CC=C(C=C1)C1=C(C=CC=C1)C(=O)O)=O)C(=O)OCC (2-n-Butyl-3-(2'-carboxybiphen-4-yl)methyl-5-ethoxycarbonylpyrimidin-4(3H)-one). RXN SMILES: C([O:5][C:6]([C:8]1[CH:27]=[CH:26][CH:25]=[CH:24][C:9]=1[C:10]1[CH:15]=[CH:14][C:13]([CH2:16][NH:17][C:18](=[NH:23])[CH2:19][CH2:20][CH2:21][CH3:22])=[CH:12][CH:11]=1)=[O:7])(C)(C)C.C([O:30][CH:31]=[C:32]([C:38](OCC)=O)[C:33]([O:35][CH2:36][CH3:37])=[O:34])C>FC(F)(F)C(O)=O>[CH2:19]([C:18]1[N:17]([CH2:16][C:13]2[CH:12]=[CH:11][C:10]([C:9]3[CH:24]=[CH:25][CH:26]=[CH:27][C:8]=3[C:6]([OH:5])=[O:7])=[CH:15][CH:14]=2)[C:31](=[O:30])[C:32]([C:33]([O:35][CH2:36][CH3:37])=[O:34])=[CH:38][N:23]=1)[CH2:20][CH2:21][CH3:22]. Procedure details: The title compound is prepared form N-(2'-t-butoxycarbonylbiphen-4-yl)methylvaleramidine and diethyl ethoxymethylenemalonate (Aldrich) similarly to that in Example 7. The t-butyl ester is hydrolyzed in neat trifluoroacetic acid to give the title compound. The reactants are C(=O)(C(F)(F)F)O (TFA), OC(C[C@@]1(CCN(C(O1)=O)[C@@H]1CNCCC1)C1=CC=CC=C1)(C)C ((S)-6-(2-hydroxy-2-methylpropyl)-6-phenyl-3-((S)-piperidin-3-yl)-1,3-oxazinan-2-one), ClC=1C=CC=2N(N1)C=CN2 (6-chloroimidazo[1,2-b]pyridazine), CCN(C(C)C)C(C)C (i-Pr2NEt). Solvent: C(C)(C)O (isopropanol). Reaction conditions: temperature 160 celsius. The product is OC(C[C@@]1(CCN(C(O1)=O)[C@@H]1CN(CCC1)C=1C=CC=2N(N1)C=CN2)C2=CC=CC=C2)(C)C ((S)-6-(2-hydroxy-2-methylpropyl)-3-((S)-1-(imidazo[1,2-b]pyridazin-6-yl)piperidin-3-yl)-6-phenyl-1,3-oxazinan-2-one). Isolated yield 10.1%. Reaction SMILES: C(O)(C(F)(F)F)=O.[OH:8][C:9]([CH3:31])([CH3:30])[CH2:10][C@@:11]1([C:24]2[CH:29]=[CH:28][CH:27]=[CH:26][CH:25]=2)[O:16][C:15](=[O:17])[N:14]([C@H:18]2[CH2:23][CH2:22][CH2:21][NH:20][CH2:19]2)[CH2:13][CH2:12]1.Cl[C:33]1[CH:34]=[CH:35][C:36]2[N:37]([CH:39]=[CH:40][N:41]=2)[N:38]=1.CCN(C(C)C)C(C)C>C(O)(C)C>[OH:8][C:9]([CH3:31])([CH3:30])[CH2:10][C@@:11]1([C:24]2[CH:25]=[CH:26][CH:27]=[CH:28][CH:29]=2)[O:16][C:15](=[O:17])[N:14]([C@H:18]2[CH2:23][CH2:22][CH2:21][N:20]([C:33]3[CH:34]=[CH:35][C:36]4[N:37]([CH:39]=[CH:40][N:41]=4)[N:38]=3)[CH2:19]2)[CH2:13][CH2:12]1. Procedure: The TFA salt of (S)-6-(2-hydroxy-2-methylpropyl)-6-phenyl-3-((S)-piperidin-3-yl)-1,3-oxazinan-2-one (6 mg, 0.018 mmol), 6-chloroimidazo[1,2-b]pyridazine (6 mg, 2.15 equiv.), and i-Pr2NEt (30 μL, excess) were mixed with isopropanol (1 mL). The mixture was heated in a microwave oven at 160° C. for 2.5 h. After being cooled to rt, the mixture was filtered and purified by prep HPLC to afford the title compound (0.82 mg) as brown oil. LC-MS Method 1 tR=1.07 min., m/z=450 (M+1). Reactants: FC1=C(C=CC(=C1)I)NC=1C=NC=CC1C1=NN=C(O1)NCC(=O)O ({5-[3-(2-Fluoro-4-iodo-phenylamino)-pyridin-4-yl]-[1,3,4]oxadiazol-2-ylamino}-acetic acid), CN(C)C=O.C1=CN(C=N1)C(=O)N2C=CN=C2 (DMF CDI), CNC (dimethylamine). Reaction conditions: time 3 hour. Yields the product FC1=C(C=CC(=C1)I)NC=1C=NC=CC1C1=NN=C(O1)NCC(=O)N(C)C (2-{5-[3-(2-Fluoro-4-iodo-phenylamino)-pyridin-4-yl]-[1,3,4]oxadiazol-2-ylamino}-N,N-dimethyl-acetamide). Isolated yield 45.4%. RXN SMILES: [F:1][C:2]1[CH:7]=[C:6]([I:8])[CH:5]=[CH:4][C:3]=1[NH:9][C:10]1[CH:11]=[N:12][CH:13]=[CH:14][C:15]=1[C:16]1[O:20][C:19]([NH:21][CH2:22][C:23](O)=[O:24])=[N:18][N:17]=1.[CH3:26][N:27](C=O)[CH3:28].C1N=CN(C(N2C=NC=C2)=O)C=1.CNC>>[F:1][C:2]1[CH:7]=[C:6]([I:8])[CH:5]=[CH:4][C:3]=1[NH:9][C:10]1[CH:11]=[N:12][CH:13]=[CH:14][C:15]=1[C:16]1[O:20][C:19]([NH:21][CH2:22][C:23]([N:27]([CH3:28])[CH3:26])=[O:24])=[N:18][N:17]=1 |f:1.2|. Procedure details: To a solution of {5-[3-(2-Fluoro-4-iodo-phenylamino)-pyridin-4-yl]-[1,3,4]oxadiazol-2-ylamino}-acetic acid (75 mg, 0.16 mmol, 1 eq) in DMF CDI (35 mg, 0.21 mmol, 1.3 eq) was added. The reaction mixture was stirred at RT under argon for 3 hrs. Then diisopropanlethylamine (352 mg, 0.41 mmol, 2.5 eq), and dimethylamine hydrichloride (40 mg, 0.41 mmol, 2.5 eq) was added and the mixture was stirred for another 2 hrs. It was then directly purified by reverse phase preparative HPLC to give the desired ... Reactants: COCCO[AlH2-]OCCOC.[Na+] (Red-Al), C(C1=CC=CC=C1)OC(=O)C1CCC(CC1)CC=C(F)F (4-(3,3-difluoro-allyl)-cyclohexanecarboxylic acid benzyl ester), OS(=O)(=O)O (H2SO4), ice water. The solvent is C1(=CC=CC=C1)C (toluene), C1(=CC=CC=C1)C (toluene). Conditions: temperature 85 celsius, time 17 hour. The product is F/C=C/CC1CCC(CC1)CO ([4-((E)-3-fluoro-allyl)-cyclohexyl]-methanol). The yield is 100.1%. Reaction SMILES: COCCO[AlH2-]OCCOC.[Na+].C([O:20][C:21]([CH:23]1[CH2:28][CH2:27][CH:26]([CH2:29][CH:30]=[C:31](F)[F:32])[CH2:25][CH2:24]1)=O)C1C=CC=CC=1.OS(O)(=O)=O>C1(C)C=CC=CC=1>[F:32]/[CH:31]=[CH:30]/[CH2:29][CH:26]1[CH2:27][CH2:28][CH:23]([CH2:21][OH:20])[CH2:24][CH2:25]1 |f:0.1|. Procedure: A 3.3 M Red-Al solution in toluene (0.25 ml, 0.82 mmol) was added to a solution of 4-(3,3-difluoro-allyl)-cyclohexanecarboxylic acid benzyl ester (cis:trans=5.4:1) (42.8 mg, 0.145 mmol) in toluene (0.12 mL), and the mixture was stirred at 85° C. for 17 hours. The reaction mixture was poured into ice water, adjusted to pH 3 with a 4 N aqueous H2SO4 solution and extracted with ether. The organic layer was dried over MgSO4 and concentrated under reduced pressure to give [4-((E)-3-fluoro-allyl)-cycl... The product is CCCCc1nc(C)n(Cc2nc3ccccc3n2C)c(=O)c1Cc1ccc(-c2ccccc2C#N)cc1. Starting materials: O=C([O-])[O-], CN(C)C=O, CCOC(C)=O, CI, [K+], [K+], CCCCc1nc(C)n(Cc2nc3ccccc3[nH]2)c(=O)c1Cc1ccc(-c2ccccc2C#N)cc1. As a reaction SMILES: [C:40](=[O:41])([O-:42])[O-:43].[CH3:46][N:47]([CH3:48])[CH:49]=[O:50].[CH3:51][CH2:52][O:53][C:54](=[O:55])[CH3:56].[I:38][CH3:39].[K+:44].[K+:45].[nH:1]1[c:2]([CH2:10][n:11]2[c:12]([CH3:37])[n:13][c:14]([CH2:33][CH2:34][CH2:35][CH3:36])[c:15]([CH2:18][c:19]3[cH:20][cH:21][c:22](-[c:25]4[c:26]([C:31]#[N:32])[cH:27][cH:28][cH:29][cH:30]4)[cH:23][cH:24]3)[c:16]2=[O:17])[n:3][c:4]2[c:5]1[cH:6][cH:7][cH:8][cH:9]2>>[n:1]1[c:2]([CH2:10][n:11]2[c:12]([CH3:37])[n:13][c:14]([CH2:33][CH2:34][CH2:35][CH3:36])[c:15]([CH2:18][c:19]3[cH:20][cH:21][c:22](-[c:25]4[c:26]([C:31]#[N:32])[cH:27][cH:28][cH:29][cH:30]4)[cH:23][cH:24]3)[c:16]2=[O:17])[n:3]([CH3:40])[c:4]2[c:5]1[cH:6][cH:7][cH:8][cH:9]2.